Dataset: the Open Reaction Database (ORD), a public repository of structured organic reaction records. Task: describe an organic reaction: reactants, conditions, products, and yield The reactants are O (Water), C([O-])([O-])=O.[K+].[K+] (potassium carbonate), FC(CI)(F)F (2,2,2-trifluoroethyl iodide), C=1(O)C(O)=CC=CC1 (catechol). Run in CS(=O)C (dimethylsulfoxide). Run at temperature 120 celsius, time 6 hour. Product: FC(COC1=C(C=CC=C1)O)(F)F (2-(2,2,2-trifluoroethoxy)phenol). The yield is 90.5%. Reaction SMILES: [C:1]1([C:3](=[CH:5][CH:6]=[CH:7][CH:8]=1)[OH:4])[OH:2].C(=O)([O-])[O-].[K+].[K+].[F:15][C:16]([F:20])([F:19])[CH2:17]I.O>CS(C)=O>[F:15][C:16]([F:20])([F:19])[CH2:17][O:2][C:1]1[CH:8]=[CH:7][CH:6]=[CH:5][C:3]=1[OH:4] |f:1.2.3|. Procedure details: To a solution of catechol (5 g, 0.045 moles) in dimethylsulfoxide (25 ml) were added, potassium carbonate (12.55 g, 0.09 mole) and 2,2,2-trifluoroethyl iodide (4.77 g, 0.023 mole) under stirring. The reaction mixture was stirred vigorously at 120° C. for 6 hours. Water (150 ml) was added to the reaction mixture and the mixture was extracted in Toluene (250 ml). Organic layer was washed with 1 N Sodium hydroxide solution (150 ml), followed by brine wash. The extract was dried over sodium sulphate... The reactants are Cl.NCC=1C(=C(C=NC1)C=1C=C2CCC(N(C2=CC1F)C)=O)C (6-(5-Aminomethyl-4-methyl-pyridin-3-yl)-7-fluoro-1-methyl-3,4-dihydro-1H-quinolin-2-one hydrochloride), CC1=NOC(=C1C(=O)O)C (3,5-dimethyl-isoxazole-4-carboxylic acid). Product: FC1=C(C=C2CCC(N(C2=C1)C)=O)C=1C(=C(C=NC1)CNC(=O)C=1C(=NOC1C)C)C (3,5-Dimethyl-isoxazole-4-carboxylic acid [5-(7-fluoro-1-methyl-2-oxo-1,2,3,4-tetrahydro-quinolin-6-yl)-4-methyl-pyridin-3-ylmethyl]-amide). Reaction SMILES: Cl.[NH2:2][CH2:3][C:4]1[C:5]([CH3:23])=[C:6]([C:10]2[CH:11]=[C:12]3[C:17](=[CH:18][C:19]=2[F:20])[N:16]([CH3:21])[C:15](=[O:22])[CH2:14][CH2:13]3)[CH:7]=[N:8][CH:9]=1.[CH3:24][C:25]1[C:29]([C:30](O)=[O:31])=[C:28]([CH3:33])[O:27][N:26]=1>>[F:20][C:19]1[CH:18]=[C:17]2[C:12]([CH2:13][CH2:14][C:15](=[O:22])[N:16]2[CH3:21])=[CH:11][C:10]=1[C:6]1[C:5]([CH3:23])=[C:4]([CH2:3][NH:2][C:30]([C:29]2[C:25]([CH3:24])=[N:26][O:27][C:28]=2[CH3:33])=[O:31])[CH:9]=[N:8][CH:7]=1 |f:0.1|. Procedure: In analogy to the procedure described for the preparation of example 219, 6-(5-aminomethyl-4-methyl-pyridin-3-yl)-7-fluoro-1-methyl-3,4-dihydro-1H-quinolin-2-one hydrochloride (example 226) has been coupled with 3,5-dimethyl-isoxazole-4-carboxylic acid to give the title compound as a colorless solid. MS: 423.6 (M+H+). The reactants are O (Water), COCC(OC=1C(=NC=C(C1)OC1=CC=CC=C1)N)C (3-(2-Methoxy-1-methyl-ethoxy)-5-phenoxy-pyridine-2-ylamine), [NH4+].[OH-] (NH4OH), C(=S)(N1C=NC=C1)N1C=NC=C1 (1,1′-thiocarbonyldiimidazole). Solvent: C1CCOC1 (THF). Run at time 22 hour. Product: COCC(OC=1C(=NC=C(C1)OC1=CC=CC=C1)NC(=S)N)C ([3-(2-Methoxy-1-methyl-ethoxy)-5-phenoxy-pyridin-2-yl]thiourea). Isolated yield 70.0%. As a reaction SMILES: [CH3:1][O:2][CH2:3][CH:4]([CH3:20])[O:5][C:6]1[C:7]([NH2:19])=[N:8][CH:9]=[C:10]([O:12][C:13]2[CH:18]=[CH:17][CH:16]=[CH:15][CH:14]=2)[CH:11]=1.[C:21](N1C=CN=C1)([N:23]1C=CN=C1)=[S:22].[NH4+].[OH-].O>C1COCC1>[CH3:1][O:2][CH2:3][CH:4]([CH3:20])[O:5][C:6]1[C:7]([NH:19][C:21]([NH2:23])=[S:22])=[N:8][CH:9]=[C:10]([O:12][C:13]2[CH:18]=[CH:17][CH:16]=[CH:15][CH:14]=2)[CH:11]=1 |f:2.3|. Procedure details: 3-(2-Methoxy-1-methyl-ethoxy)-5-phenoxy-pyridine-2-ylamine (0.28 mmol) is dissolved in THF (4 ml) and 1,1′-thiocarbonyldiimidazole (4 eq.) is added. The reaction solution is stirred 22 hours. 32% NH4OH (20 eq.) is added and stirred 2 hours at room temperature. Water (60 ml) is added and extracted with dichloromethane. The combined organic layers are washed with brine and dried over MgSO4. The solvent is removed in vacuo. [3-(2-Methoxy-1-methyl-ethoxy)-5-phenoxy-pyridin-2-yl]thiourea is obtained ... Reactants: CC(C)(C)OC(=O)NC1(c2ccc(-c3c(Br)nc4n3-c3cccnc3Nc3ccccc3-4)cc2)CCC1, CCCC[Sn](CCCC)(CCCC)c1nc2ccccc2o1, C1COCCO1, [Cs+], [F-], O. Yields the product CC(C)(C)OC(=O)NC1(c2ccc(-c3c(-c4nc5ccccc5o4)nc4n3-c3cccnc3Nc3ccccc3-4)cc2)CCC1. RXN SMILES: [Br:1][c:2]1[n:3][c:4]2[n:5]([c:19]1-[c:20]1[cH:21][cH:22][c:23]([C:26]3([NH:30][C:31]([O:32][C:33]([CH3:34])([CH3:35])[CH3:36])=[O:37])[CH2:27][CH2:28][CH2:29]3)[cH:24][cH:25]1)-[c:6]1[c:7]([n:15][cH:16][cH:17][cH:18]1)[NH:8][c:9]1[c:10]-2[cH:11][cH:12][cH:13][cH:14]1.[CH2:38]([Sn:39]([CH2:40][CH2:41][CH2:42][CH3:52])([c:43]1[o:44][c:45]2[c:46]([n:47]1)[cH:48][cH:49][cH:50][cH:51]2)[CH2:53][CH2:54][CH2:55][CH3:56])[CH2:57][CH2:58][CH3:59].[CH2:62]1[O:63][CH2:64][CH2:65][O:66][CH2:67]1.[Cs+:61].[F-:60].[OH2:68]>>[c:2]1(-[c:43]2[o:44][c:45]3[c:46]([n:47]2)[cH:48][cH:49][cH:50][cH:51]3)[n:3][c:4]2[n:5]([c:19]1-[c:20]1[cH:21][cH:22][c:23]([C:26]3([NH:30][C:31]([O:32][C:33]([CH3:34])([CH3:35])[CH3:36])=[O:37])[CH2:27][CH2:28][CH2:29]3)[cH:24][cH:25]1)-[c:6]1[c:7]([n:15][cH:16][cH:17][cH:18]1)[NH:8][c:9]1[c:10]-2[cH:11][cH:12][cH:13][cH:14]1. Starting materials: CN(C)CCC(C1=CC=CC=C1)O (N,N-dimethyl-3-hydroxy-3-phenylpropylamine), [H-].[Na+] (sodium hydride), BrC=1SC=CN1 (2-bromothiazole). The solvent is CS(=O)C (DMSO). Product: CN(C)CCC(OC=1SC=CN1)C1=CC=CC=C1 (N,N-Dimethyl-3-phenyl-3-(2-thiazolyloxy)propylamine). Reaction SMILES: [CH3:1][N:2]([CH2:4][CH2:5][CH:6]([OH:13])[C:7]1[CH:12]=[CH:11][CH:10]=[CH:9][CH:8]=1)[CH3:3].[H-].[Na+].Br[C:17]1[S:18][CH:19]=[CH:20][N:21]=1>CS(C)=O>[CH3:1][N:2]([CH2:4][CH2:5][CH:6]([C:7]1[CH:12]=[CH:11][CH:10]=[CH:9][CH:8]=1)[O:13][C:17]1[S:18][CH:19]=[CH:20][N:21]=1)[CH3:3] |f:1.2|. Reported procedure: Following the method of Example 3, reaction of N,N-dimethyl-3-hydroxy-3-phenylpropylamine, sodium hydride and 2-bromothiazole in DMSO gives the title compound. Reactants: C(C1=CC=CC=C1)N1C(=CC(=C1C)I)C(=O)O (1-benzyl-4-iodo-5-methyl-1H-pyrrole-2-carboxylic acid), C(=O)(N1C=NC=C1)N1C=NC=C1 (carbonyldiimidazole), [OH-].[NH4+] (ammonium hydroxide). Solvent: O1CCCC1 (tetrahydrofuran). Run at time 2 hour. Yields the product C(C1=CC=CC=C1)N1C(=CC(=C1C)I)C(=O)N (1-benzyl-4-iodo-5-methyl-1H-pyrrole-2-carboxamide). As a reaction SMILES: [CH2:1]([N:8]1[C:12]([CH3:13])=[C:11]([I:14])[CH:10]=[C:9]1[C:15]([OH:17])=O)[C:2]1[CH:7]=[CH:6][CH:5]=[CH:4][CH:3]=1.C(N1C=CN=C1)([N:20]1C=CN=C1)=O.[OH-].[NH4+]>O1CCCC1>[CH2:1]([N:8]1[C:12]([CH3:13])=[C:11]([I:14])[CH:10]=[C:9]1[C:15]([NH2:20])=[O:17])[C:2]1[CH:7]=[CH:6][CH:5]=[CH:4][CH:3]=1 |f:2.3|. Reported procedure: To a solution of EXAMPLE 129A (450 mg) in tetrahydrofuran (12 mL) at 0° C. was added carbonyldiimidazole (642 mg). The resulting mixture was stirred at room temperature for 2 hours. The reaction mixture was cooled to 0° C. and ammonium hydroxide (3 mL) was added. The mixture was stirred at room temperature for 2 hours and concentrated. The residue was dissolved in ethyl acetate, washed with brine and concentrated to provide the title compound. RXN SMILES: [CH3:27][c:28]1[cH:29][cH:30][cH:31][cH:32][cH:33]1.[F:2][c:3]1[cH:4][cH:5][c:6](-[c:9]2[c:10]([CH:23]=[CH:24][CH2:25][OH:26])[c:11]([CH:20]([CH3:21])[CH3:22])[n:12][n:13]2-[c:14]2[n:15][cH:16][cH:17][cH:18][cH:19]2)[cH:7][cH:8]1.[Mn:34].[OH2:1]>>[F:2][c:3]1[cH:4][cH:5][c:6](-[c:9]2[c:10]([CH:23]=[CH:24][CH:25]=[O:26])[c:11]([CH:20]([CH3:21])[CH3:22])[n:12][n:13]2-[c:14]2[n:15][cH:16][cH:17][cH:18][cH:19]2)[cH:7][cH:8]1. Starting materials: Cc1ccccc1, CC(C)c1nn(-c2ccccn2)c(-c2ccc(F)cc2)c1C=CCO, [Mn], O. The product is CC(C)c1nn(-c2ccccn2)c(-c2ccc(F)cc2)c1C=CC=O. Starting materials: N12CC(C(CC1)CC2)=O (3-quinuclidinone), CCCCCC (hexane), C(CCC)[Li] (n-butyl lithium), BrC(=CC=1C=CC=2N(C3=CC=CC=C3SC2C1)C)Br (3-(2,2-dibromovinyl)-10-methylphenothiazine). Solvent: O (Water), C1CCOC1 (THF), C1CCOC1 (THF). Reaction conditions: temperature -78 celsius, time 1 hour. Product: OC1(CN2CCC1CC2)CCC=2C=CC=1N(C3=CC=CC=C3SC1C2)C (3-Hydroxy-3-[2-(10-methylphenothiazin-3-yl)ethyl]quinuclidine). Yield: 60.8%. As a reaction SMILES: CCCCCC.C([Li])CCC.Br[C:13](Br)=[CH:14][C:15]1[CH:16]=[CH:17][C:18]2[N:19]([CH3:29])[C:20]3[C:25]([S:26][C:27]=2[CH:28]=1)=[CH:24][CH:23]=[CH:22][CH:21]=3.[N:31]12[CH2:38][CH2:37][CH:34]([CH2:35][CH2:36]1)[C:33](=[O:39])[CH2:32]2>O.C1COCC1>[OH:39][C:33]1([CH2:13][CH2:14][C:15]2[CH:16]=[CH:17][C:18]3[N:19]([CH3:29])[C:20]4[C:25]([S:26][C:27]=3[CH:28]=2)=[CH:24][CH:23]=[CH:22][CH:21]=4)[CH:34]2[CH2:37][CH2:38][N:31]([CH2:36][CH2:35]2)[CH2:32]1. Reported procedure: In an atmosphere of argon, a hexane solution of n-butyl lithium (1.65M, 10.1 ml, 16.7 mmol) was added at -78° C. to a THF (25 ml) solution of 3-(2,2-dibromovinyl)-10-methylphenothiazine (3.13 g, 7.94 mmol), and the mixture was stirred for 1 hour and then at room temperature for 1 hour. The reaction mixture was again cooled at -78° C., and a THF (8 ml) solution of 3-quinuclidinone (1.09 g, 8.70 mmol) was added dropwise. The mixture was stirred at -78° C. for 1 hour and then with ice-cooling for 3...